Dataset: the Open Reaction Database (ORD), a public repository of structured organic reaction records. Task: describe an organic reaction: reactants, conditions, products, and yield Reactants: C(C)(C)(C)OC(=O)NC1CC=2N(C3=CC=CC=C3C2C=2C(OC(C2C2=CN(C3=CC=CC=C23)C)=O)=O)CC1 (3-[8-t-butoxyformamido-6,7,8,9-tetrahydropyrido[1,2-a]indol-10-yl]-4-(1-methyl-3-indolyl)furan-2,5-dione), CN(C=O)C (dimethylformamide). Run in N (ammonia). Product: C(C)(C)(C)OC(=O)NC1CC=2N(C3=CC=CC=C3C2C=2C(NC(C2C2=CN(C3=CC=CC=C23)C)=O)=O)CC1 (3-[8-t-butoxyformamido-6,7,8,9-tetrahydropyrido[1,2-a]indol-10-yl]-4-(1-methyl-3-indolyl)-1H-pyrrole-2,5-dione). Reaction SMILES: [C:1]([O:5][C:6]([NH:8][CH:9]1[CH2:38][CH2:37][N:12]2[C:13]3[C:18]([C:19]([C:20]4[C:21](=[O:36])O[C:23](=[O:35])[C:24]=4[C:25]4[C:33]5[C:28](=[CH:29][CH:30]=[CH:31][CH:32]=5)[N:27]([CH3:34])[CH:26]=4)=[C:11]2[CH2:10]1)=[CH:17][CH:16]=[CH:15][CH:14]=3)=[O:7])([CH3:4])([CH3:3])[CH3:2].C[N:40](C)C=O>N>[C:1]([O:5][C:6]([NH:8][CH:9]1[CH2:38][CH2:37][N:12]2[C:13]3[C:18]([C:19]([C:20]4[C:21](=[O:36])[NH:40][C:23](=[O:35])[C:24]=4[C:25]4[C:33]5[C:28](=[CH:29][CH:30]=[CH:31][CH:32]=5)[N:27]([CH3:34])[CH:26]=4)=[C:11]2[CH2:10]1)=[CH:17][CH:16]=[CH:15][CH:14]=3)=[O:7])([CH3:2])([CH3:3])[CH3:4]. Reported procedure: A solution of 80 mg of 3-[8-t-butoxyformamido-6,7,8,9-tetrahydropyrido[1,2-a]indol-10-yl]-4-(1-methyl-3-indolyl)furan-2,5-dione in 2 ml of dimethylformamide and 2 ml of 33% aqueous ammonia was heated to 100° C. for 1 hour. The solution was cooled and gave 60 mg of 3-[8-t-butoxyformamido-6,7,8,9-tetrahydropyrido[1,2-a]indol-10-yl]-4-(1-methyl-3-indolyl)-1H-pyrrole-2,5-dione of melting point 153°-155° C. Reactants: OS(=O)(=O)[O-].[K+] (KHSO4), CC(C)(OC(=O)NCCC(=O)O)C (N-[(1,1-dimethylethoxy)carbonyl]-β-alanine), ClC1=CC2=C(OC3=C(CN2C(=O)NN)C=CC=C3)C=C1 (8-chlorodibenz[b,f][1,4]oxazepine-10(11H)-carboxylic acid, hydrazide), CCN(C(C)C)C(C)C (DIEA), 5.79, ClC1=CC2=C(OC3=C(CN2C(=O)O)C=CC=C3)C=C1 (8-chlorodibenz[b,f][1,4]oxazepine-10(11H)carboxylic acid), N,N-dimethylaminopropylethylcarbodiimide hydrochloride. Run in CCOC(=O)C (EtOAc), CN(C)C=O (DMF). Product: CC(C)(OC(=O)NCCC(=O)NNC(=O)N1C2=C(OC3=C(C1)C=CC=C3)C=CC(=C2)Cl)C (8-chlorodibenz[b,f][1,4]oxazepine-10(11H)-carboxylic acid, 2-[3-[[(1,1-dimethylethoxy)carbonyl]amino]-1-oxopropyl]hydrazide). Isolated yield 52.0%. RXN SMILES: [CH3:1][C:2]([CH3:13])([O:4][C:5]([NH:7][CH2:8][CH2:9][C:10]([OH:12])=O)=[O:6])[CH3:3].ClC1C=CC2OC3C=CC=CC=3CN(C(O)=O)C=2C=1.[Cl:33][C:34]1[CH:52]=[CH:51][C:37]2[O:38][C:39]3[CH:50]=[CH:49][CH:48]=[CH:47][C:40]=3[CH2:41][N:42]([C:43]([NH:45][NH2:46])=[O:44])[C:36]=2[CH:35]=1.CCN(C(C)C)C(C)C.OS([O-])(=O)=O.[K+]>CN(C=O)C.CCOC(C)=O>[CH3:13][C:2]([CH3:1])([O:4][C:5]([NH:7][CH2:8][CH2:9][C:10]([NH:46][NH:45][C:43]([N:42]1[CH2:41][C:40]2[CH:47]=[CH:48][CH:49]=[CH:50][C:39]=2[O:38][C:37]2[CH:51]=[CH:52][C:34]([Cl:33])=[CH:35][C:36]1=2)=[O:44])=[O:12])=[O:6])[CH3:3] |f:4.5|. Procedure details: To a stirring solution of 3.78 g (20 mmol) of N-[(1,1-dimethylethoxy)carbonyl]-β-alanine (6), prepared as described above in Example 6, and 5.79 (20 mmol) of 8-chlorodibenz[b,f][1,4]oxazepine-10(11H)carboxylic acid, hydrazine (1), prepared as described above in Example 1, in 50 mL of DMF cooled in an icebath was added 3.5 mL (20 mmol) of DIEA followed by 4.22 g (22 mmol) of N,N-dimethylaminopropylethylcarbodiimide hydrochloride. The reaction was allowed to warm to ambient temperature over a peri... Starting materials: C([O-])([O-])=O.[Na+].[Na+] (sodium carbonate), C(C1=CC=CC=C1)C1CC(=O)OC1 (3-benzylbutyrolactone), C(C)O (ethanol), O (water), Br (hydrogen bromide). Conditions: time 20 hour. The product is C(C1=CC=CC=C1)CC(CC(=O)OCC)Br (ethyl 4-benzyl-3-bromobutyrate). RXN SMILES: [CH2:1]([CH:8]1CO[C:10](=O)[CH2:9]1)[C:2]1[CH:7]=[CH:6][CH:5]=[CH:4][CH:3]=1.[BrH:14].O.[C:16](=[O:19])([O-])[O-:17].[Na+].[Na+].[CH2:22](O)[CH3:23]>>[CH2:1]([CH2:8][CH:9]([Br:14])[CH2:10][C:16]([O:17][CH2:22][CH3:23])=[O:19])[C:2]1[CH:3]=[CH:4][CH:5]=[CH:6][CH:7]=1 |f:3.4.5|. Procedure: A solution of RS 3-benzylbutyrolactone (1.14 g) in ethanol (20 ml) was stirred at 5° C. and gassed for 4 hours with a slow stream of hydrogen bromide. The solution was kept at 5° C. for 20 hours and water (70 ml) added followed by sodium carbonate to neutralise the acid. The mixture was extracted with ethyl acetate and the organic layer filterd through phase separating paper and evaporated to give ethyl 4-benzyl-3-bromobutyrate as an oil; NMR(CDCl3) δ 7.24(5H,m), 4.13(2H,q); 3.45(2H,m), 2.62(2H,... Starting materials: CC1(C(C(C1)(F)F)(F)Cl)C(=O)OC (methyl 1-methyl-2-chloro-2,3,3-trifluor-cyclobutane-1-carboxylate), [OH-].[Na+] (sodium hydroxide), Cl (hydrochloric acid). Reaction SMILES: [CH3:1][C:2]1([C:10]([O:12]C)=[O:11])[CH2:5][C:4]([F:7])([F:6])[C:3]1([Cl:9])[F:8].[OH-].[Na+].Cl>O>[CH3:1][C:2]1([C:10]([OH:12])=[O:11])[CH2:5][C:4]([F:7])([F:6])[C:3]1([Cl:9])[F:8] |f:1.2|. Yields the product CC1(C(C(C1)(F)F)(F)Cl)C(=O)O (1-methyl-2-chloro2,3,3-trifluoro-cyclobutane-1-carboxylic acid). Run at time 3 hour. Reported procedure: 573 g(2.65 mol) of methyl 1-methyl-2-chloro-2,3,3-trifluor-cyclobutane-1-carboxylate, 233 g (5.8 mol) of sodium hydroxide and 1000 ml of water are stirred at 80° C.for three hours. The mixture is acidifed with concentrated hydrochloric acid and extracted with dichloromethane, and the organic phases are dried and distilled. 472 g (88% of theory) of 1-methyl-2-chloro2,3,3-trifluoro-cyclobutane-1-carboxylic acid are obtained, boiling point: 112°-116° C./21.4 mbar (60% transisomer, 40% cis-isomer). The yield is 87.9%. The solvent is O (water). Reactants: COC(=O)c1ccc(C#N)cc1F, CCO, [K+], [OH-], O. The product is N#Cc1ccc(C(=O)O)c(F)c1. RXN SMILES: [C:1](#[N:2])[c:3]1[cH:4][c:5]([F:13])[c:6]([C:7](=[O:8])[O:9][CH3:10])[cH:11][cH:12]1.[CH3:16][CH2:17][OH:18].[K+:15].[OH-:14].[OH2:19]>>[C:1](#[N:2])[c:3]1[cH:4][c:5]([F:13])[c:6]([C:7](=[O:8])[OH:9])[cH:11][cH:12]1. The reactants are C(C)(C)(C)OC(=O)NC(C(=O)O)CNC(=O)OCC1=CC=CC=C1 (2-tert-Butoxycarbonylamino-3-benzyloxycarbonylaminopropionic acid). Reagents/catalysts: [C].[Pd] (Palladium carbon). The solvent is CO (methanol). Run at time 2 hour. The product is NCC(C(=O)O)NC(=O)OC(C)(C)C (3-amino-2-tert-butoxycarbonylaminopropionic acid). The yield is 84.4%. As a reaction SMILES: [C:1]([O:5][C:6]([NH:8][CH:9]([CH2:13][NH:14]C(OCC1C=CC=CC=1)=O)[C:10]([OH:12])=[O:11])=[O:7])([CH3:4])([CH3:3])[CH3:2]>CO.[C].[Pd]>[NH2:14][CH2:13][CH:9]([NH:8][C:6]([O:5][C:1]([CH3:4])([CH3:3])[CH3:2])=[O:7])[C:10]([OH:12])=[O:11] |f:2.3|. Reported procedure: 2-tert-Butoxycarbonylamino-3-benzyloxycarbonylaminopropionic acid (1.06 g) was dissolved in methanol (50 ml). 10% Palladium carbon (100 mg) was added thereto, and the mixture was stirred at room temperature for two hours under hydrogen atmosphere. The resultant mixture was filtered, and the filtrate was concentrated under reduced pressure to thereby obtain 540 mg of 3-amino-2-tert-butoxycarbonylaminopropionic acid, which was dissolved in ethanol (50 ml). Potassium carbonate (365 mg) and 2-fluoro... Starting materials: Oc1cc(F)c(-n2cc(C(F)(F)F)cn2)c(F)c1, [N-]=[N+]=CCCOC(=O)N=NC(=O)[O-], C1CCOC1, CCCC(O)c1ccc(C(=O)OCC)cc1, c1ccc(P(c2ccccc2)c2ccccc2)cc1. Product: CCCC(Oc1cc(F)c(-n2cc(C(F)(F)F)cn2)c(F)c1)c1ccc(C(=O)OCC)cc1. As a reaction SMILES: [F:1][c:2]1[cH:3][c:4]([OH:18])[cH:5][c:6]([F:17])[c:7]1-[n:8]1[n:9][cH:10][c:11]([C:13]([F:14])([F:15])[F:16])[cH:12]1.[N:54]([C:55]([O:56][CH2:57][CH2:58][CH:59]=[N+:60]=[N-:61])=[O:62])=[N:63][C:64]([O-:65])=[O:66].[O:67]1[CH2:68][CH2:69][CH2:70][CH2:71]1.[OH:19][CH:20]([CH2:21][CH2:22][CH3:23])[c:24]1[cH:25][cH:26][c:27]([C:28](=[O:29])[O:30][CH2:31][CH3:32])[cH:33][cH:34]1.[c:35]1([P:36]([c:37]2[cH:38][cH:39][cH:40][cH:41][cH:42]2)[c:43]2[cH:44][cH:45][cH:46][cH:47][cH:48]2)[cH:49][cH:50][cH:51][cH:52][cH:53]1>>[F:1][c:2]1[cH:3][c:4]([O:18][CH:20]([CH2:21][CH2:22][CH3:23])[c:24]2[cH:25][cH:26][c:27]([C:28](=[O:29])[O:30][CH2:31][CH3:32])[cH:33][cH:34]2)[cH:5][c:6]([F:17])[c:7]1-[n:8]1[n:9][cH:10][c:11]([C:13]([F:14])([F:15])[F:16])[cH:12]1. Reactants: C(C)(=O)O (acetic acid), [OH-].[Na+] (sodium hydroxide), C(C)OC(CC(=O)C)=O (acetoacetic acid ethyl ester), S(=O)(=O)(O)O.CSC(N)=N (S-methylisothiourea sulfate). The solvent is O (water), O (water). Yields the product CSC1=NC(=CC(=N1)O)C (2-methylmercapto-4-hydroxy-6-methyl-pyrimidine). Isolated yield 188.7%. As a reaction SMILES: [OH-].[Na+].C([O:5][C:6](=O)[CH2:7][C:8]([CH3:10])=O)C.S(O)(O)(=O)=O.[CH3:17][S:18][C:19](=[NH:21])[NH2:20].C(O)(=O)C>O>[CH3:17][S:18][C:19]1[N:21]=[C:6]([OH:5])[CH:7]=[C:8]([CH3:10])[N:20]=1 |f:0.1,3.4|. Procedure details: A solution of 120 g of sodium hydroxide (3 moles) in 250 ml of water was added dropwise at room temperature to a mixture of 195 g (1.5 moles) of acetoacetic acid ethyl ester, 210 g (0.76 mole) of S-methylisothiourea sulfate and 300 ml of water and the batch was allowed to react for a further 18 hours at room temperature. The reaction mixture was then acidified with acetic acid and the product which had crystallized out was filtered off and rinsed thoroughly with water. 224 g (96% of theory) of 2... The reactants are BrC1=C(SC=C1Br)C=O (3,4-dibromothiophene-2-carbaldehyde), BrC1=C(SC=C1Br)C=O (3,4-dibromothiophene-2-carbaldehyde), OC1=CC=C(C=C1)B(O)O (4-hydroxyphenylboronic acid), C(=O)([O-])[O-].[Na+].[Na+] (Na2CO3). Reagents/catalysts: C=1C=CC(=CC1)[P](C=2C=CC=CC2)(C=3C=CC=CC3)[Pd]([P](C=4C=CC=CC4)(C=5C=CC=CC5)C=6C=CC=CC6)([P](C=7C=CC=CC7)(C=8C=CC=CC8)C=9C=CC=CC9)[P](C=1C=CC=CC1)(C=1C=CC=CC1)C=1C=CC=CC1 (Pd(PPh3)4). Run in C1(=CC=CC=C1)C.CCO.O (toluene EtOH H2O). Conditions: temperature 80 celsius, time 8 hour. Product: BrC=1C(=C(SC1)C=O)C1=CC=C(C=C1)O (4-bromo-3-(4-hydroxyphenyl)thiophene-2-carbaldehyde). The yield is 16.5%. RXN SMILES: Br[C:2]1[C:6]([Br:7])=[CH:5][S:4][C:3]=1[CH:8]=[O:9].[OH:10][C:11]1[CH:16]=[CH:15][C:14](B(O)O)=[CH:13][CH:12]=1.C([O-])([O-])=O.[Na+].[Na+]>C1(C)C=CC=CC=1.CCO.O.C1C=CC([P]([Pd]([P](C2C=CC=CC=2)(C2C=CC=CC=2)C2C=CC=CC=2)([P](C2C=CC=CC=2)(C2C=CC=CC=2)C2C=CC=CC=2)[P](C2C=CC=CC=2)(C2C=CC=CC=2)C2C=CC=CC=2)(C2C=CC=CC=2)C2C=CC=CC=2)=CC=1>[Br:7][C:6]1[C:2]([C:14]2[CH:15]=[CH:16][C:11]([OH:10])=[CH:12][CH:13]=2)=[C:3]([CH:8]=[O:9])[S:4][CH:5]=1 |f:2.3.4,5.6.7,^1:40,42,61,80|. Procedure details: A mixture of 3,4-dibromothiophene-2-carbaldehyde (see Intermediate 1 (see Example 15 for Intermediate synthesis)) (2.0 g, 7.5 mmol), 4-hydroxyphenylboronic acid (Scheme II, 8A, X1=4-hydroxyphenyl) (1.0 g, 7.5 mmol), Na2CO3 (1.6 g, 15 mmol), and Pd(PPh3)4 (431 mg, 0.37 mmol) in toluene/EtOH/H2O (30 mL, 5:3:2) was heated to 80° C. and stirred overnight under nitrogen. When TLC indicated that the starting material was consumed, the mixture was diluted with water, neutralized to pH=4-5 with HCl (1M)...